Dataset: the Open Reaction Database (ORD), a public repository of structured organic reaction records. Task: describe an organic reaction: reactants, conditions, products, and yield Starting materials: S1C(=NC2=C1C=CC=C2)NC(=O)C=2C=CC=C1CCN(CC21)C2=CC=C(C(=N2)C(=O)OC(C)(C)C)Br (tert-butyl 6-(8-(benzo[d]thiazol-2-ylcarbamoyl)-3,4-dihydroisoquinolin-2(1H)-yl)-3-bromopicolinate), C1(CCCCC1)P(C1=C(C=CC=C1)C1=C(C=CC=C1OC)OC)C1CCCCC1 (dicyclohexyl(2′,6′-dimethoxybiphenyl-2-yl)phosphine), [Br-].O1C(OCC1)CC[Zn+] ((2-(1,3-dioxolan-2-yl)ethyl)zinc(II) bromide). The reagents and catalysts are C(C)(=O)[O-].[Pd+2].C(C)(=O)[O-] (palladium acetate). The solvent is C1CCOC1 (THF). Reaction conditions: time 5 minute. The product is O1C(OCC1)CCC=1C(=NC(=CC1)N1CC2=C(C=CC=C2CC1)C(NC=1SC2=C(N1)C=CC=C2)=O)C(=O)OC(C)(C)C (tert-butyl 3-(2-(1,3-dioxolan-2-yl)ethyl)-6-(8-(benzo[d]thiazol-2-ylcarbamoyl)-3,4-dihydroisoquinolin-2(1H)-yl)picolinate). Yield: 91.3%. Reaction SMILES: [S:1]1[C:5]2[CH:6]=[CH:7][CH:8]=[CH:9][C:4]=2[N:3]=[C:2]1[NH:10][C:11]([C:13]1[CH:14]=[CH:15][CH:16]=[C:17]2[C:22]=1[CH2:21][N:20]([C:23]1[N:28]=[C:27]([C:29]([O:31][C:32]([CH3:35])([CH3:34])[CH3:33])=[O:30])[C:26](Br)=[CH:25][CH:24]=1)[CH2:19][CH2:18]2)=[O:12].C1(P(C2CCCCC2)C2C=CC=CC=2C2C(OC)=CC=CC=2OC)CCCCC1.[Br-].[O:67]1[CH2:71][CH2:70][O:69][CH:68]1[CH2:72][CH2:73][Zn+]>C1COCC1.C([O-])(=O)C.[Pd+2].C([O-])(=O)C>[O:67]1[CH2:71][CH2:70][O:69][CH:68]1[CH2:72][CH2:73][C:26]1[C:27]([C:29]([O:31][C:32]([CH3:35])([CH3:34])[CH3:33])=[O:30])=[N:28][C:23]([N:20]2[CH2:19][CH2:18][C:17]3[C:22](=[C:13]([C:11](=[O:12])[NH:10][C:2]4[S:1][C:5]5[CH:6]=[CH:7][CH:8]=[CH:9][C:4]=5[N:3]=4)[CH:14]=[CH:15][CH:16]=3)[CH2:21]2)=[CH:24][CH:25]=1 |f:2.3,5.6.7|. Procedure: A mixture of compound 94B (8.0 g, 14.15 mmol), dicyclohexyl(2′,6′-dimethoxybiphenyl-2-yl)phosphine (1.162 g, 2.83 mmol) and palladium acetate (0.318 g, 1.415 mmol) in THF (60 mL) was stirred at room temperature for 5 min. To this solution was added 0.5 M (2-(1,3-dioxolan-2-yl)ethyl)zinc(II) bromide (56.6 mL, 28.3 mmol) via an additional funnel drop wise at room temperature. The reaction was stirred overnight. The solvent was removed, and residue was loaded on a silica column and eluted with 7:3/... The solvent is C1CCOC1 (THF), C1CCOC1 (THF). As a reaction SMILES: Cl.[CH3:2][N:3]1[CH2:8][CH2:7][N:6]([C:9]2[CH:17]=[CH:16][C:12]([C:13](Cl)=[O:14])=[CH:11][CH:10]=2)[CH2:5][CH2:4]1.CN1CCN(C2C=CC(C(O)=O)=CC=2)CC1.CCN(C(C)C)C(C)C.[C:43]([O:47][C:48]([N:50]1[C:58]2[C:53](=[CH:54][CH:55]=[C:56]([O:59][CH2:60][CH2:61][O:62][CH2:63][C:64]3[CH:69]=[CH:68][CH:67]=[CH:66][CH:65]=3)[CH:57]=2)[C:52]([NH2:70])=[N:51]1)=[O:49])([CH3:46])([CH3:45])[CH3:44]>C1COCC1>[C:43]([O:47][C:48]([N:50]1[C:58]2[C:53](=[CH:54][CH:55]=[C:56]([O:59][CH2:60][CH2:61][O:62][CH2:63][C:64]3[CH:65]=[CH:66][CH:67]=[CH:68][CH:69]=3)[CH:57]=2)[C:52]([NH:70][C:13](=[O:14])[C:12]2[CH:16]=[CH:17][C:9]([N:6]3[CH2:7][CH2:8][N:3]([CH3:2])[CH2:4][CH2:5]3)=[CH:10][CH:11]=2)=[N:51]1)=[O:49])([CH3:46])([CH3:44])[CH3:45] |f:0.1|. The product is C(C)(C)(C)OC(=O)N1N=C(C2=CC=C(C=C12)OCCOCC1=CC=CC=C1)NC(C1=CC=C(C=C1)N1CCN(CC1)C)=O (6-(2-Benzyloxy-ethoxy)-3-[4-(4-methyl-piperazin-1-yl)-benzoylamino]-indazole-1-carboxylic acid tert-butyl ester). Run at temperature 50 celsius, time 12 hour. Isolated yield 57.0%. Procedure: A mixture of 4-(4-methyl-piperazin-1-yl)-benzoyl chloride hydrochloride, prepared from 248 mg (1.13 mmol) of 4-(4-methyl-piperazin-1-yl)-benzoic acid as described above in preparation 3, and DIPEA (0.386 ml, 2.25 mmol) in dry THF (10 ml) was treated dropwise at r.t., under argon atmosphere, with a solution of 3-amino-6-(2-benzyloxy-ethoxy)-indazole-1-carboxylic acid tert-butyl ester (143 mg, 0.374 mmol) in 10 ml of dry THF. The reaction mixture was heated up to 50° C. and stirred for 12 h. The v... Reactants: C(C)(C)(C)OC(=O)N1N=C(C2=CC=C(C=C12)OCCOCC1=CC=CC=C1)N (3-amino-6-(2-benzyloxy-ethoxy)-indazole-1-carboxylic acid tert-butyl ester), Cl.CN1CCN(CC1)C1=CC=C(C(=O)Cl)C=C1 (4-(4-methyl-piperazin-1-yl)-benzoyl chloride hydrochloride), CN1CCN(CC1)C1=CC=C(C(=O)O)C=C1 (4-(4-methyl-piperazin-1-yl)-benzoic acid), CCN(C(C)C)C(C)C (DIPEA). The reactants are ClC1=C(C(=NS1)Cl)Cl (Trichloroisothiazole), S(=O)(=O)(OC)OC (dimethyl sulfate). Solvent: CCOCC (ether). Yields the product COS(=O)(=O)[O-].C[N+]=1SC(=C(C1Cl)Cl)Cl (2-Methyl-3,4,5-trichloroisothiazolium methysulfate). Reaction SMILES: [Cl:1][C:2]1[S:6][N:5]=[C:4]([Cl:7])[C:3]=1[Cl:8].[S:9]([O:14]C)([O:12][CH3:13])(=[O:11])=[O:10]>CCOCC>[CH3:13][O:12][S:9]([O-:14])(=[O:11])=[O:10].[CH3:13][N+:5]1[S:6][C:2]([Cl:1])=[C:3]([Cl:8])[C:4]=1[Cl:7] |f:3.4|. Procedure details: Trichloroisothiazole (37.7 g, 0.20 mol) and dimethyl sulfate (9.5 ml, 0.1 mol) were mixed under a nitrogen atmosphere. The mixture was heated at 135°-140° for 1 hr. The reaction mixture was cooled and poured into 100 ml of ether. The resulting solid was collected and washed with warm glyme to yield 14.5 g, (46%), mp 130°. The NMR and IR were consistent with the assigned structure. Starting materials: C1CCOC1, CCCc1cc2cc(OC)ccc2c(Oc2ccc(C=CC(=O)OCC)cc2)c1-c1ccccc1, CCO, [Na+], [OH-]. Product: CCCc1cc2cc(OC)ccc2c(Oc2ccc(C=CC(=O)O)cc2)c1-c1ccccc1. RXN SMILES: [CH2:38]1[O:39][CH2:40][CH2:41][CH2:42]1.[CH3:1][O:2][c:3]1[cH:4][c:5]2[cH:6][c:7]([CH2:33][CH2:34][CH3:35])[c:8](-[c:27]3[cH:28][cH:29][cH:30][cH:31][cH:32]3)[c:9]([O:13][c:14]3[cH:15][cH:16][c:17]([CH:20]=[CH:21][C:22](=[O:23])[O:24][CH2:25][CH3:26])[cH:18][cH:19]3)[c:10]2[cH:11][cH:12]1.[CH3:43][CH2:44][OH:45].[Na+:37].[OH-:36]>>[CH3:1][O:2][c:3]1[cH:4][c:5]2[cH:6][c:7]([CH2:33][CH2:34][CH3:35])[c:8](-[c:27]3[cH:28][cH:29][cH:30][cH:31][cH:32]3)[c:9]([O:13][c:14]3[cH:15][cH:16][c:17]([CH:20]=[CH:21][C:22](=[O:23])[OH:24])[cH:18][cH:19]3)[c:10]2[cH:11][cH:12]1.